From a dataset of the Open Reaction Database (ORD), a public repository of structured organic reaction records. describe an organic reaction: reactants, conditions, products, and yield The product is CCCC(C)Oc1nc(N)c2nc(OC)n(CCCCN3CCCCCC3)c2n1. Starting materials: ClCCCCBr, CCCCNc1nc(N)c2nc(OC)n(CCCCN3CCCCCC3)c2n1, CCCC(C)Oc1nc2nc(OC)nc-2c(N)[nH]1, O=C(O)C(F)(F)F, C1CCCNCC1. RXN SMILES: [Br:54][CH2:55][CH2:56][CH2:57][CH2:58][Cl:59].[CH2:1]([NH:2][c:6]1[n:7][c:8]([NH2:28])[c:9]2[n:10][c:11]([O:26][CH3:27])[n:12]([CH2:15][CH2:16][CH2:17][CH2:18][N:19]3[CH2:20][CH2:21][CH2:22][CH2:23][CH2:24][CH2:25]3)[c:13]2[n:14]1)[CH2:3][CH2:4][CH3:5].[CH3:36][CH:37]([CH2:38][CH2:39][CH3:40])[O:41][c:42]1[nH:43][c:44]([NH2:45])[c:46]2[n:53][c:50]([O:51][CH3:52])[n:49][c:47]-2[n:48]1.[F:29][C:30]([F:31])([F:32])[C:33]([OH:34])=[O:35].[NH:60]1[CH2:61][CH2:62][CH2:63][CH2:64][CH2:65][CH2:66]1>>[c:6]1([O:41][CH:37]([CH3:36])[CH2:38][CH2:39][CH3:40])[n:7][c:8]([NH2:28])[c:9]2[n:10][c:11]([O:26][CH3:27])[n:12]([CH2:15][CH2:16][CH2:17][CH2:18][N:19]3[CH2:20][CH2:21][CH2:22][CH2:23][CH2:24][CH2:25]3)[c:13]2[n:14]1. The reactants are COC(=O)c1cccnc1CCl, CN(C)C=O, [H-], [Na+], O=Cc1ccc[nH]1. The product is COC(=O)c1cccnc1Cn1cccc1C=O. RXN SMILES: [CH3:10][O:11][C:12](=[O:13])[c:14]1[c:15]([CH2:20][Cl:21])[n:16][cH:17][cH:18][cH:19]1.[CH:22]([N:23]([CH3:24])[CH3:25])=[O:26].[H-:1].[Na+:2].[nH:3]1[c:4]([CH:8]=[O:9])[cH:5][cH:6][cH:7]1>>[n:3]1([CH2:20][c:15]2[c:14]([C:12]([O:11][CH3:10])=[O:13])[cH:19][cH:18][cH:17][n:16]2)[c:4]([CH:8]=[O:9])[cH:5][cH:6][cH:7]1. Product: Cc1oc(-c2ccco2)nc1COc1ccc(CO)cc1. RXN SMILES: [BH4-:29].[CH3:27][OH:28].[Na+:30].[O:22]1[CH2:23][CH2:24][CH2:25][CH2:26]1.[OH2:31].[o:1]1[c:2](-[c:6]2[o:7][c:8]([CH3:21])[c:9]([CH2:11][O:12][c:13]3[cH:14][cH:15][c:16]([CH:17]=[O:18])[cH:19][cH:20]3)[n:10]2)[cH:3][cH:4][cH:5]1>>[o:1]1[c:2](-[c:6]2[o:7][c:8]([CH3:21])[c:9]([CH2:11][O:12][c:13]3[cH:14][cH:15][c:16]([CH2:17][OH:18])[cH:19][cH:20]3)[n:10]2)[cH:3][cH:4][cH:5]1. The reactants are [BH4-], CO, [Na+], C1CCOC1, O, Cc1oc(-c2ccco2)nc1COc1ccc(C=O)cc1. Reactants: [H-].[Al+3].[Li+].[H-].[H-].[H-] (lithium aluminum hydride), 0C, [H-].[Al+3].[Li+].[H-].[H-].[H-] (lithium aluminum hydride), BrC=1C=C2C(=CC(=NC2=CC1)C(=O)OC)C (methyl 6-bromo-4-methylquinoline-2-carboxylate). Reagents/catalysts: CCOC(=O)C (EtOAc). The solvent is C1CCOC1 (THF). Reaction conditions: temperature 0 celsius, time 30 minute. Yields the product BrC=1C=C2C(=CC(=NC2=CC1)CO)C ((6-bromo-4-methylquinolin-2-yl)methanol). RXN SMILES: [H-].[Al+3].[Li+].[H-].[H-].[H-].[Br:7][C:8]1[CH:9]=[C:10]2[C:15](=[CH:16][CH:17]=1)[N:14]=[C:13]([C:18](OC)=[O:19])[CH:12]=[C:11]2[CH3:22]>C1COCC1.CCOC(C)=O>[Br:7][C:8]1[CH:9]=[C:10]2[C:15](=[CH:16][CH:17]=1)[N:14]=[C:13]([CH2:18][OH:19])[CH:12]=[C:11]2[CH3:22] |f:0.1.2.3.4.5|. Reported procedure: Under a nitrogen atmosphere at 0C, 1.50 mL (1.50 mmol) of a lithium aluminum hydride solution (1M in THF) was slowly added to a solution of 0.65 g (2.32 mmol) of methyl 6-bromo-4-methylquinoline-2-carboxylate in 30 mL of THF and the mixture was stirred for 30 minutes at 0° C. A further 0.25 mL of lithium aluminum hydride solution (1M in THF) was added and the mixture was stirred for 20 minutes at 0° C. The reaction mixture was combined with a few drops of EtOAc, worked up using the Fieser-Fieser... Starting materials: C(C)OC(=O)C1(CN(C1)C(=O)OC(C)(C)C)NC(=O)OC(C)(C)C (3-tert-Butoxycarbonylamino-azetidine-1,3-dicarboxylic acid 1-tert-butyl ester 3-ethyl ester), [Li+].[BH4-] (LiBH4), Cl (HCl). The solvent is O (water), C1CCOC1 (THF). Yields the product C(C)(C)(C)OC(=O)N1CC(C1)(CO)NC(=O)OC(C)(C)C (3-tert-Butoxycarbonylamino-3-hydroxymethyl-azetidine-1-carboxylic acid tert-butyl ester). As a reaction SMILES: C([O:3][C:4]([C:6]1([NH:17][C:18]([O:20][C:21]([CH3:24])([CH3:23])[CH3:22])=[O:19])[CH2:9][N:8]([C:10]([O:12][C:13]([CH3:16])([CH3:15])[CH3:14])=[O:11])[CH2:7]1)=O)C.[Li+].[BH4-].Cl>C1COCC1.O>[C:13]([O:12][C:10]([N:8]1[CH2:9][C:6]([NH:17][C:18]([O:20][C:21]([CH3:24])([CH3:23])[CH3:22])=[O:19])([CH2:4][OH:3])[CH2:7]1)=[O:11])([CH3:15])([CH3:16])[CH3:14] |f:1.2|. Procedure details: 3-tert-Butoxycarbonylamino-azetidine-1,3-dicarboxylic acid 1-tert-butyl ester 3-ethyl ester (520 mg; 1.5 mmol) in THF (15 ml) is refluxed with LiBH4 (67 mg; 3 mmol) for 20 minutes. The reaction mixture is diluted with water, acidified with 2N HCl to destroy excess of LiBH4, neutralized again with 2N Na2CO3 and extracted with TBME three times. The organic phases are combined, dried over Na2SO4 and evaporated to dryness, yielding the desired product as colorless crystals. 1H-NMR (400 MHz; DMSO-d6:... The reactants are N1=CNC(C2=C1C=CN2)=O (3H-pyrrolo[3,2-d]pyrimidin-4(5H)-one), P(=O)(Cl)(Cl)Cl (trichlorophosphate). Yields the product ClC=1C2=C(N=CN1)C=CN2 (4-chloro-5H-pyrrolo[3,2-d]pyrimidine). The yield is 36.0%. As a reaction SMILES: [N:1]1[C:6]2[CH:7]=[CH:8][NH:9][C:5]=2[C:4](=O)[NH:3][CH:2]=1.P(Cl)(Cl)([Cl:13])=O>>[Cl:13][C:4]1[C:5]2[NH:9][CH:8]=[CH:7][C:6]=2[N:1]=[CH:2][N:3]=1. Procedure details: Into a 50-mL round-bottom flask was placed a solution of 3H-pyrrolo[3,2-d]pyrimidin-4(5H)-one (5 g, 35.52 mmol, 1.00 equiv, 96%) in trichlorophosphate (20 mL). The resulting solution was stirred at reflux for 1 h, concentrated under vacuum, dissolved in 100 mL of ethyl acetate, washed with 2×100 mL of 10% aqueous sodium bicarbonate and 1×100 mL of brine, dried over anhydrous sodium sulfate and concentrated under vacuum. The residue was applied onto a silica gel column eluted with ethyl acetate/p... Reactants: O=C([O-])[O-], CCCCNCCCC, CC#N, O=[N+]([O-])c1ccc(Cl)nc1NCCCN1CCCCC1, [K+], [K+]. The product is CCCCN(CCCC)c1ccc([N+](=O)[O-])c(NCCCN2CCCCC2)n1. Reaction SMILES: [C:1](=[O:2])([O-:3])[O-:4].[CH2:7]([CH2:8][CH2:9][CH3:10])[NH:11][CH2:12][CH2:13][CH2:14][CH3:15].[CH3:36][C:37]#[N:38].[Cl:16][c:17]1[cH:18][cH:19][c:20]([N+:33](=[O:34])[O-:35])[c:21]([NH:23][CH2:24][CH2:25][CH2:26][N:27]2[CH2:28][CH2:29][CH2:30][CH2:31][CH2:32]2)[n:22]1.[K+:5].[K+:6]>>[CH2:7]([CH2:8][CH2:9][CH3:10])[N:11]([CH2:12][CH2:13][CH2:14][CH3:15])[c:17]1[cH:18][cH:19][c:20]([N+:33](=[O:34])[O-:35])[c:21]([NH:23][CH2:24][CH2:25][CH2:26][N:27]2[CH2:28][CH2:29][CH2:30][CH2:31][CH2:32]2)[n:22]1. Starting materials: 5a, C(=O)C=1SC=CC1Cl (2-formyl-3-chlorothiophene), [Na+].N1=C(C=CC=C1)S(=O)[O-] (pyridine-2-sulfinic acid sodium salt). Product: N1=C(C=CC=C1)S(=O)(=O)C1=C(SC=C1)C=O (3-(pyridine-2-sulfonyl)thiophene-2-carbaldehyde). RXN SMILES: [CH:1]([C:3]1[S:4][CH:5]=[CH:6][C:7]=1Cl)=[O:2].[Na+].[N:10]1[CH:15]=[CH:14][CH:13]=[CH:12][C:11]=1[S:16]([O-:18])=[O:17]>>[N:10]1[CH:15]=[CH:14][CH:13]=[CH:12][C:11]=1[S:16]([C:7]1[CH:6]=[CH:5][S:4][C:3]=1[CH:1]=[O:2])(=[O:18])=[O:17] |f:1.2|. Procedure: The title compound was prepared by the method of Preparation 5a using 2-formyl-3-chlorothiophene and pyridine-2-sulfinic acid sodium salt. The reactants are Clc1ccc2nc(Cl)ccc2c1, NC1CCc2ccccc21. The product is Clc1ccc2nc(NC3CCc4ccccc43)ccc2c1. Reaction SMILES: [Cl:1][c:2]1[n:3][c:4]2[cH:5][cH:6][c:7]([Cl:12])[cH:8][c:9]2[cH:10][cH:11]1.[NH2:13][CH:14]1[CH2:15][CH2:16][c:17]2[cH:18][cH:19][cH:20][cH:21][c:22]21>>[c:2]1([NH:13][CH:14]2[CH2:15][CH2:16][c:17]3[cH:18][cH:19][cH:20][cH:21][c:22]32)[n:3][c:4]2[cH:5][cH:6][c:7]([Cl:12])[cH:8][c:9]2[cH:10][cH:11]1. The reactants are CCOC(=O)c1ccc(S(=O)(=O)C(C)(C)C)cc1Cl, [Na+], [OH-], O. Yields the product CC(C)(C)S(=O)(=O)c1ccc(C(=O)O)c(Cl)c1. RXN SMILES: [Cl:1][c:2]1[c:3]([C:4](=[O:5])[O:6][CH2:7][CH3:8])[cH:9][cH:10][c:11]([S:13](=[O:14])(=[O:15])[C:16]([CH3:17])([CH3:18])[CH3:19])[cH:12]1.[Na+:21].[OH-:20].[OH2:22]>>[Cl:1][c:2]1[c:3]([C:4](=[O:5])[OH:6])[cH:9][cH:10][c:11]([S:13](=[O:14])(=[O:15])[C:16]([CH3:17])([CH3:18])[CH3:19])[cH:12]1.